Task: describe an organic reaction: reactants, conditions, products, and yield. Dataset: the Open Reaction Database (ORD), a public repository of structured organic reaction records The reactants are O (water), ClCCCC(=O)C1=CC=C(C=C1)OC (4-chloro-1-(4-methoxyphenyl)-1-butanone), C(CO)O (ethylene glycol), C1(=CC=C(C=C1)S(=O)(=O)O)C (p-toluenesulfonic acid). Reported procedure: A solution of 20.0 g (94.0 mmol) of 4-chloro-1-(4-methoxyphenyl)-1-butanone (origin: Acros), 19 ml of ethylene glycol and ca. 1 g of p-toluenesulfonic acid in 120 ml of toluene was heated under reflux with azeotropic removal of water for 16 h. After cooling down to room temperature, ether was added and the organic phase extracted with a saturated solution of NaHCO3 (2×), washed with water (2×), dried (Na2SO4) and concentrated in vacuo to give 24.6 g (99%) of the crude compound, which was used fo... The product is ClCCCC1(OCCO1)C1=CC=C(C=C1)OC (2-(3-chloropropyl)-2-(4-methoxyphenyl)-1,3-dioxolane). Reaction SMILES: [Cl:1][CH2:2][CH2:3][CH2:4][C:5]([C:7]1[CH:12]=[CH:11][C:10]([O:13][CH3:14])=[CH:9][CH:8]=1)=[O:6].[CH2:15](O)[CH2:16][OH:17].C1(C)C=CC(S(O)(=O)=O)=CC=1.O>C1(C)C=CC=CC=1.CCCCCCC.CCOCC.CCOCC>[Cl:1][CH2:2][CH2:3][CH2:4][C:5]1([C:7]2[CH:8]=[CH:9][C:10]([O:13][CH3:14])=[CH:11][CH:12]=2)[O:17][CH2:16][CH2:15][O:6]1 |f:5.6|. Run in C1(=CC=CC=C1)C (toluene), CCOCC (ether), CCCCCCC.CCOCC (heptane ether). The reactants are COc1cc(OC)c(C(=O)CBr)c(OC)c1, COc1ccc(CS)cc1[N+](=O)[O-]. Product: COc1cc(OC)c(C(=O)CSCc2ccc(OC)c([N+](=O)[O-])c2)c(OC)c1. As a reaction SMILES: [Br:14][CH2:15][C:16](=[O:17])[c:18]1[c:19]([O:28][CH3:29])[cH:20][c:21]([O:26][CH3:27])[cH:22][c:23]1[O:24][CH3:25].[CH3:1][O:2][c:3]1[c:4]([N+:11](=[O:12])[O-:13])[cH:5][c:6]([CH2:9][SH:10])[cH:7][cH:8]1>>[CH3:1][O:2][c:3]1[c:4]([N+:11](=[O:12])[O-:13])[cH:5][c:6]([CH2:9][S:10][CH2:15][C:16](=[O:17])[c:18]2[c:19]([O:28][CH3:29])[cH:20][c:21]([O:26][CH3:27])[cH:22][c:23]2[O:24][CH3:25])[cH:7][cH:8]1. The reactants are C1(=CC=CC=C1)C=1C(C=CC(C1)=O)=O (2-phenylbenzoquinone), [H][H] (hydrogen). The product is C1(=CC=CC=C1)C1=C(O)C=CC(=C1)O (phenylhydroquinone). RXN SMILES: [C:1]1([C:7]2[C:8](=[O:14])[CH:9]=[CH:10][C:11](=[O:13])[CH:12]=2)[CH:6]=[CH:5][CH:4]=[CH:3][CH:2]=1.[H][H]>>[C:1]1([C:7]2[CH:12]=[C:11]([OH:13])[CH:10]=[CH:9][C:8]=2[OH:14])[CH:2]=[CH:3][CH:4]=[CH:5][CH:6]=1. Reported procedure: The oxidation of biphenyl using a solution containing ceric ammonium nitrate to produce 2-phenylbenzoquinone, i.e. ##STR3## is disclosed in U.S. Pat. No. 3,873,580 to Rennie. 2-phenylbenzoquinone can be reduced with hydrogen to produce phenylhydroquinone, i.e. ##STR4## Starting materials: C1CNCCC2=NC=3C=CC=CC3C=C21 (1,2,4,5-tetrahydro-3H-azepino[4,5-b]quinoline), ClC(=O)OCC (ethyl chloroformate). The product is Cl.C(C)OC(=O)N1CCC2=NC=3C=CC=CC3C=C2CC1 (1,2,4,5-Tetrahydro-3-azepino[4,5-b]quinoline-carboxylic acid ethyl ester hydrochloride). Isolated yield 64.0%. As a reaction SMILES: [CH2:1]1[C:15]2[C:6](=[N:7][C:8]3[CH:9]=[CH:10][CH:11]=[CH:12][C:13]=3[CH:14]=2)[CH2:5][CH2:4][NH:3][CH2:2]1.[Cl:16][C:17]([O:19][CH2:20][CH3:21])=[O:18]>>[ClH:16].[CH2:20]([O:19][C:17]([N:3]1[CH2:2][CH2:1][C:15]2[C:6](=[N:7][C:8]3[CH:9]=[CH:10][CH:11]=[CH:12][C:13]=3[CH:14]=2)[CH2:5][CH2:4]1)=[O:18])[CH3:21] |f:2.3|. Procedure: 1,2,4,5-Tetrahydro-3-azepino[4,5-b]quinoline-carboxylic acid ethyl ester hydrochloride was prepared from 1,2,4,5-tetrahydro-3H-azepino[4,5-b]quinoline and ethyl chloroformate analogous to Example 63. Reactants: CC(=O)Nc1ccc2c(c1)NC(=O)C2, C1CCNCC1, CCO, CCOC(C)=O, O=Cc1ccc(OCCN2CCOCC2)c(C2CCCCC2)c1. Yields the product CC(=O)Nc1ccc2c(c1)NC(=O)C2=Cc1ccc(OCCN2CCOCC2)c(C2CCCCC2)c1. RXN SMILES: [C:24]([CH3:25])(=[O:26])[NH:27][c:28]1[cH:29][cH:30][c:31]2[c:35]([cH:36]1)[NH:34][C:33](=[O:37])[CH2:32]2.[CH2:38]1[CH2:39][CH2:40][NH:41][CH2:42][CH2:43]1.[CH3:44][CH2:45][OH:46].[CH3:47][CH2:48][O:49][C:50](=[O:51])[CH3:52].[CH:1]1([c:7]2[cH:8][c:9]([CH:10]=[O:11])[cH:12][cH:13][c:14]2[O:15][CH2:16][CH2:17][N:18]2[CH2:19][CH2:20][O:21][CH2:22][CH2:23]2)[CH2:2][CH2:3][CH2:4][CH2:5][CH2:6]1>>[CH:1]1([c:7]2[cH:8][c:9]([CH:10]=[C:32]3[c:31]4[cH:30][cH:29][c:28]([NH:27][C:24]([CH3:25])=[O:26])[cH:36][c:35]4[NH:34][C:33]3=[O:37])[cH:12][cH:13][c:14]2[O:15][CH2:16][CH2:17][N:18]2[CH2:19][CH2:20][O:21][CH2:22][CH2:23]2)[CH2:2][CH2:3][CH2:4][CH2:5][CH2:6]1. The reactants are C#CC(=O)OC, ClCCl, COCCOCCOCC(=N)NO. Product: COCCOCCOCC(=N)NOC=CC(=O)OC. Reaction SMILES: [CH3:14][O:15][C:16]([C:17]#[CH:18])=[O:19].[Cl:20][CH2:21][Cl:22].[OH:1][NH:2][C:3]([CH2:4][O:5][CH2:6][CH2:7][O:8][CH2:9][CH2:10][O:11][CH3:12])=[NH:13]>>[O:1]([NH:2][C:3]([CH2:4][O:5][CH2:6][CH2:7][O:8][CH2:9][CH2:10][O:11][CH3:12])=[NH:13])[CH:18]=[CH:17][C:16]([O:15][CH3:14])=[O:19]. The product is O=C(Nc1ccc(F)c(F)c1)Nc1scc(C2CCCCC2)c1C(=O)O. As a reaction SMILES: [CH3:31][CH2:32][OH:33].[CH:1]1([c:7]2[c:8]([C:24](=[O:25])[O:26][CH2:27][CH3:28])[c:9]([NH:12][C:13](=[O:14])[NH:15][c:16]3[cH:17][c:18]([F:23])[c:19]([F:22])[cH:20][cH:21]3)[s:10][cH:11]2)[CH2:2][CH2:3][CH2:4][CH2:5][CH2:6]1.[Na+:30].[OH-:29]>>[CH:1]1([c:7]2[c:8]([C:24](=[O:25])[OH:26])[c:9]([NH:12][C:13](=[O:14])[NH:15][c:16]3[cH:17][c:18]([F:23])[c:19]([F:22])[cH:20][cH:21]3)[s:10][cH:11]2)[CH2:2][CH2:3][CH2:4][CH2:5][CH2:6]1. The reactants are CCO, CCOC(=O)c1c(C2CCCCC2)csc1NC(=O)Nc1ccc(F)c(F)c1, [Na+], [OH-].